From a dataset of the Open Reaction Database (ORD), a public repository of structured organic reaction records. describe an organic reaction: reactants, conditions, products, and yield Starting materials: CCO, CC(C)(C)OC(=O)NCCN, CCOC(=O)c1ncsc1-c1ccccc1. Reaction SMILES: [CH3:28][CH2:29][OH:30].[NH2:17][CH2:18][CH2:19][NH:20][C:21]([O:22][C:23]([CH3:24])([CH3:25])[CH3:26])=[O:27].[c:1]1(-[c:7]2[c:8]([C:12]([O:14][CH2:13][CH3:15])=[O:16])[n:9][cH:10][s:11]2)[cH:2][cH:3][cH:4][cH:5][cH:6]1>>[c:1]1(-[c:7]2[c:8]([C:12](=[O:14])[NH:17][CH2:18][CH2:19][NH:20][C:21]([O:22][C:23]([CH3:24])([CH3:25])[CH3:26])=[O:27])[n:9][cH:10][s:11]2)[cH:2][cH:3][cH:4][cH:5][cH:6]1. Yields the product CC(C)(C)OC(=O)NCCNC(=O)c1ncsc1-c1ccccc1.